From a dataset of the Open Reaction Database (ORD), a public repository of structured organic reaction records. describe an organic reaction: reactants, conditions, products, and yield Run in S(O)(O)(=O)=O (sulphuric acid). The product is [N+](=O)([O-])C1=C2CCCCC2=C(C=2OC(=CC(C21)=O)C(=O)OCC)CCC (ethyl 6,7,8,9-tetrahydro-5-nitro-4-oxo-10-propyl-4H-naphtho[2,3-b]pyran-2-carboxylate). Procedure details: Ethyl 6,7,8,9-tetrahydro-4-oxo-10-propyl-4H-naphtho[2,3-b]pyran-2-carboxylate (9.4 g) was dissolved in concentrated sulphuric acid (100 ml) and cooled to room temperature, and fuming nitric acid (3 ml) was added dropwise, with stirring. The resulting mixture was stirred for a further 3 hours and then poured into water (2 l). The resulting yellow semi-solid was extracted into ether. The organic layer was washed with water, dried (sodium sulphate) and evaporated to give a yellow solid of moderatel... Yield: 79.0%. Starting materials: [N+](=O)(O)[O-] (nitric acid), O=C1C2=C(OC(=C1)C(=O)OCC)C(=C1CCCCC1=C2)CCC (Ethyl 6,7,8,9-tetrahydro-4-oxo-10-propyl-4H-naphtho[2,3-b]pyran-2-carboxylate), O (water). Reaction SMILES: [O:1]=[C:2]1[CH:7]=[C:6]([C:8]([O:10][CH2:11][CH3:12])=[O:9])[O:5][C:4]2[C:13]([CH2:21][CH2:22][CH3:23])=[C:14]3[C:19](=[CH:20][C:3]1=2)[CH2:18][CH2:17][CH2:16][CH2:15]3.[N+:24]([O-])([OH:26])=[O:25].O>S(=O)(=O)(O)O>[N+:24]([C:20]1[C:3]2[C:2](=[O:1])[CH:7]=[C:6]([C:8]([O:10][CH2:11][CH3:12])=[O:9])[O:5][C:4]=2[C:13]([CH2:21][CH2:22][CH3:23])=[C:14]2[C:19]=1[CH2:18][CH2:17][CH2:16][CH2:15]2)([O-:26])=[O:25]. Starting materials: C1(=CC=CC=C1)C=1C=C(C=NC1Cl)OC[C@@H]1N(CCC1)C(=O)OC(C)(C)C (5-phenyl-6-chloro-3-(1-BOC-2-(R)-pyrrolidinylmethoxy)pyridine), Cl (HCl), O1CCOCC1 (dioxane). Run at time 40 hour. The product is C1(=CC=CC=C1)C=1C=CC(=NC1Cl)OC[C@@H]1NCCC1 (5-Phenyl-6-chloro-2-(2-(R)-pyrrolidinylmethoxy)pyridine). RXN SMILES: [C:1]1([C:7]2[CH:8]=[C:9](OC[C@H]3CCCN3C(OC(C)(C)C)=O)[CH:10]=[N:11][C:12]=2[Cl:13])[CH:6]=[CH:5][CH:4]=[CH:3][CH:2]=1.Cl.[O:29]1[CH2:34][CH2:33]OCC1>>[C:1]1([C:7]2[CH:8]=[CH:9][C:10]([O:29][CH2:34][C@H:33]3[CH2:8][CH2:9][CH2:10][NH:11]3)=[N:11][C:12]=2[Cl:13])[CH:2]=[CH:3][CH:4]=[CH:5][CH:6]=1. Procedure: To the 5-phenyl-6-chloro-3-(1-BOC-2-(R)-pyrrolidinylmethoxy)pyridine compound from Example 69b (164 mg) was added HCl in dioxane (3 mL). The mixture was tirred at room temperature for 40 hours. The solvent was removed under vacuum at 50° C., and the residue was triturated with Et2O. The solid was dried under high vacuum to afford the title compound. mp 178-180° C. MS (CI/NH3) m/z 289 (M+H)+. 1H NMR (D2O, 300 MHz) δ: 1.27-2.10 (m, 1H), 2.03-2.18 (m, 2H), 2.22-2.31 (m, 1H), 3.41 (t, J=7.5 Hz, 2H),... Reactants: CCN1C(C(=O)OC)=C(O)c2ccccc2S1(=O)=O, Nc1cncc(Cl)n1, Cc1ccccc1C. Product: CCN1C(C(=O)Nc2cncc(Cl)n2)=C(O)c2ccccc2S1(=O)=O. As a reaction SMILES: [CH2:1]([CH3:2])[N:3]1[S:4](=[O:18])(=[O:19])[c:5]2[c:6]([cH:14][cH:15][cH:16][cH:17]2)[C:7]([OH:13])=[C:8]1[C:9]([O:11][CH3:10])=[O:12].[NH2:20][c:21]1[n:22][c:23]([Cl:27])[cH:24][n:25][cH:26]1.[c:28]1([CH3:29])[c:30]([CH3:31])[cH:32][cH:33][cH:34][cH:35]1>>[CH2:1]([CH3:2])[N:3]1[S:4](=[O:18])(=[O:19])[c:5]2[c:6]([cH:14][cH:15][cH:16][cH:17]2)[C:7]([OH:13])=[C:8]1[C:9](=[O:11])[NH:20][c:21]1[n:22][c:23]([Cl:27])[cH:24][n:25][cH:26]1. The reactants are CC(=O)O, CNC, O=C(c1ccc(F)cc1)c1ccc(CSc2nc3[nH]ccc3c(=O)[nH]2)cc1, O, O. The product is CN(C)Cc1cc2c(=O)[nH]c(SCc3ccc(C(=O)c4ccc(F)cc4)cc3)nc2[nH]1. As a reaction SMILES: [C:33]([OH:34])(=[O:35])[CH3:36].[CH3:29][NH:30][CH3:31].[F:1][c:2]1[cH:3][cH:4][c:5]([C:6](=[O:7])[c:8]2[cH:9][cH:10][c:11]([CH2:12][S:13][c:14]3[nH:15][c:16](=[O:23])[c:17]4[c:18]([n:19]3)[nH:20][cH:21][cH:22]4)[cH:24][cH:25]2)[cH:26][cH:27]1.[OH2:28].[OH2:32]>>[F:1][c:2]1[cH:3][cH:4][c:5]([C:6](=[O:7])[c:8]2[cH:9][cH:10][c:11]([CH2:12][S:13][c:14]3[nH:15][c:16](=[O:23])[c:17]4[c:18]([n:19]3)[nH:20][c:21]([CH2:33][N:30]([CH3:29])[CH3:31])[cH:22]4)[cH:24][cH:25]2)[cH:26][cH:27]1.